describe an organic reaction: reactants, conditions, products, and yield From a dataset of the Open Reaction Database (ORD), a public repository of structured organic reaction records. The reactants are ClCCSC(CCCCCCC(=O)OCC)CCCC(CCCCC)OC(C)=O (ethyl 8-(2-chloroethylthio)-12-acetoxyheptadecanoate), C(C)(=O)O (acetic acid), OO (hydrogen peroxide), O (water). Run in CCOCC (ether). Reaction conditions: time 20 hour. Yields the product C(=C)S(=O)(=O)C(CCCCCCC(=O)O)CCCC(CCCCC)O (8-vinylsulfonyl-12-hydroxyheptadecanoic acid). As a reaction SMILES: Cl[CH2:2][CH2:3][S:4][CH:5]([CH2:17][CH2:18][CH2:19][CH:20]([O:26]C(=O)C)[CH2:21][CH2:22][CH2:23][CH2:24][CH3:25])[CH2:6][CH2:7][CH2:8][CH2:9][CH2:10][CH2:11][C:12]([O:14]CC)=[O:13].OO.[OH2:32].C(O)(=[O:35])C>CCOCC>[CH:3]([S:4]([CH:5]([CH2:17][CH2:18][CH2:19][CH:20]([OH:26])[CH2:21][CH2:22][CH2:23][CH2:24][CH3:25])[CH2:6][CH2:7][CH2:8][CH2:9][CH2:10][CH2:11][C:12]([OH:14])=[O:13])(=[O:35])=[O:32])=[CH2:2]. Procedure: A solution of ethyl 8-(2-chloroethylthio)-12-acetoxyheptadecanoate (45.1 g., 0.1 mole) and 30% aqueous hydrogen peroxide (50 ml.) in acetic acid (225 ml.) is allowed to stand 20 hours at 25° C. The solution is diluted with 600 ml. of water. The oily product is taken up in ether, washed with dilute sodium bicarbonate solution and four portions of water and dried over sodium sulfate. Evaporation of the ether in vacuo leaves the title compound as a light yellow viscous oil. The reactants are O (Water), N1=C(C=CC=C1C)C (2,6-lutidine), FC(S(=O)(=O)O[Si](C)(C)C(C)(C)C)(F)F (tert-butyldimethylsilyl trifluoromethanesulfonate), O[C@H]1CC(N[C@H]1C)=O ((4S,5S)-4-hydroxy-5-methylpyrrolidin-2-one). Run in C1CCOC1 (THF). Reaction conditions: time 18 hour. The product is [Si](C)(C)(C(C)(C)C)O[C@H]1CC(N[C@H]1C)=O ((4S,5S)-4-(tert-butyldimethylsilyloxy)-5-methylpyrrolidin-2-one). The yield is 76.0%. Reaction SMILES: [OH:1][C@@H:2]1[C@H:6]([CH3:7])[NH:5][C:4](=[O:8])[CH2:3]1.N1C(C)=CC=CC=1C.FC(F)(F)S(O[Si:23]([C:26]([CH3:29])([CH3:28])[CH3:27])([CH3:25])[CH3:24])(=O)=O.O>C1COCC1>[Si:23]([O:1][C@@H:2]1[C@H:6]([CH3:7])[NH:5][C:4](=[O:8])[CH2:3]1)([C:26]([CH3:29])([CH3:28])[CH3:27])([CH3:25])[CH3:24]. Procedure: A solution of (4S,5S)-4-hydroxy-5-methylpyrrolidin-2-one (3.0 g) in THF (50 mL) was cooled to 0° C., 2,6-lutidine (4.55 mL) and tert-butyldimethylsilyl trifluoromethanesulfonate (6.6 mL) were added thereto and, after warming to room temperature, the mixture was stirred at room temperature for 18 hr. Water was added to the reaction mixture, and the mixture was extracted with ethyl acetate. The extract was washed with saturated brine, dried over anhydrous sodium sulfate, and concentrated under red... Starting materials: C(C)(C)N1C(NC2=C1C=CC=C2)=O (1-isopropyl-1,3-dihydro-benzoimidazol-2-one), C(=O)([O-])[O-].[Cs+].[Cs+] (Cs2CO3), ClCC1=NC2=C(N1CCC(C)C)C=CC(=C2)C#N (2-chloromethyl-1-(3-methyl-butyl)-1H-benzoimidazole-5-carbonitrile). Run in CCOC(=O)C (EtOAc), CN(C)C=O (DMF). Reaction conditions: time 30 minute. Product: C(C)(C)N1C(N(C2=C1C=CC=C2)CC2=NC1=C(N2CCC(C)C)C=CC(=C1)C#N)=O (2-(3-isopropyl-2-oxo-2,3-dihydro-benzoimidazol-1-ylmethyl)-1-(3-methyl-butyl)-1H-benzoimidazole-5-carbonitrile). Yield: 94.6%. As a reaction SMILES: [CH:1]([N:4]1[C:8]2[CH:9]=[CH:10][CH:11]=[CH:12][C:7]=2[NH:6][C:5]1=[O:13])([CH3:3])[CH3:2].C([O-])([O-])=O.[Cs+].[Cs+].Cl[CH2:21][C:22]1[N:26]([CH2:27][CH2:28][CH:29]([CH3:31])[CH3:30])[C:25]2[CH:32]=[CH:33][C:34]([C:36]#[N:37])=[CH:35][C:24]=2[N:23]=1>CN(C=O)C.CCOC(C)=O>[CH:1]([N:4]1[C:8]2[CH:9]=[CH:10][CH:11]=[CH:12][C:7]=2[N:6]([CH2:21][C:22]2[N:26]([CH2:27][CH2:28][CH:29]([CH3:31])[CH3:30])[C:25]3[CH:32]=[CH:33][C:34]([C:36]#[N:37])=[CH:35][C:24]=3[N:23]=2)[C:5]1=[O:13])([CH3:3])[CH3:2] |f:1.2.3|. Procedure details: A suspension of 1-isopropyl-1,3-dihydro-benzoimidazol-2-one (0.79 g, 4.5 mmol) and Cs2CO3 (4.40 g, 13.5 mmol) in DMF (50 mL) was stirred for 30 minutes then 2-chloromethyl-1-(3-methyl-butyl)-1H-benzoimidazole-5-carbonitrile (1.34 g, 4.5 mmol) was added and the mixture stirred for 5 h at ambient temperature. The reaction mixture was diluted with EtOAc (50 mL) and filtered. The filtrate was evaporated to dryness and the residue taken up in EtOAc (100 mL), washed with water and brine. The organic l... Reactants: IC1=C(C(=C(C(=C1C(=O)[O-])I)I)C(=O)[O-])I.[Na+].[Na+] (Di-sodium tetra-iodoterephthalate), [I-].[Na+] (sodium iodide). Solvent: ClCC(CO)O (3-chloro-1,2-propanediol). Product: 2,3-dihydroxypropyl ester, IC1=C(C(=C(C(=C1C(=O)O)I)I)C(=O)O)I (tetra-iodoterephthalic acid). Isolated yield 85.0%. As a reaction SMILES: [I:1][C:2]1[C:7]([C:8]([O-:10])=[O:9])=[C:6]([I:11])[C:5]([I:12])=[C:4]([C:13]([O-:15])=[O:14])[C:3]=1[I:16].[Na+].[Na+].[I-].[Na+]>ClCC(O)CO>[I:1][C:2]1[C:7]([C:8]([OH:10])=[O:9])=[C:6]([I:11])[C:5]([I:12])=[C:4]([C:13]([OH:15])=[O:14])[C:3]=1[I:16] |f:0.1.2,3.4|. Procedure details: 19.4 g Di-sodium tetra-iodoterephthalate (0.0272 mole) and 0.5 g sodium iodide were stirred in 35 ml 3-chloro-1,2-propanediol for 20 hours at 100° C, the reaction mixture was worked up as in Example 1, and the bis-2,3-dihydroxypropyl ester of tetra-iodoterephthalic acid was obtained in an amount of 18.9 g (85% yield). When recrystallized from ethanol, it melted at 230° C (decomp.), gave an Rf value of 0.60, and was identified by elementary analysis: Starting materials: C1OC23[C@]4(C)[C@@H](CC2(OCCO3)OC1)[C@@H]1C[C@@H](C3CCCC[C@]3(C)[C@H]1CC4)C (17,17-bis(ethylendioxy)-6α-methylandrostane), C(#N)[C@H]1C[C@H]2[C@@H]3CCC([C@@]3(C)CC[C@@H]2[C@]2(CCC(CC12)=O)C)=O (6α-cyanoandrostane-3,17-dione). Product: C[C@H]1C[C@H]2[C@@H]3CCC([C@@]3(C)CC[C@@H]2[C@]2(CCC(CC12)=O)C)=O (6α-Methylandrostane-3,17-dione). The yield is 94.0%. As a reaction SMILES: C1COC23OCCOC2([C@]2(CC[C@H]4[C@@H](C[C@H](C)C5[C@]4(C)CCCC5)[C@@H]2C3)C)O1.[C:29]([C@@H:31]1[CH:48]2[C@:43]([CH3:50])([CH2:44][CH2:45][C:46](=[O:49])[CH2:47]2)[C@@H:42]2[C@H:33]([C@H:34]3[C@@:38]([CH2:40][CH2:41]2)([CH3:39])[C:37](=[O:51])[CH2:36][CH2:35]3)[CH2:32]1)#N>>[CH3:29][C@@H:31]1[CH:48]2[C@:43]([CH3:50])([CH2:44][CH2:45][C:46](=[O:49])[CH2:47]2)[C@@H:42]2[C@H:33]([C@H:34]3[C@@:38]([CH2:40][CH2:41]2)([CH3:39])[C:37](=[O:51])[CH2:36][CH2:35]3)[CH2:32]1. Procedure details: The title compound II-ay was prepared in 94% yield from 3,3:17,17-bis(ethylendioxy)-6α-methylandrostane by the procedure described above for the preparation of 6α-cyanoandrostane-3,17-dione (II-ac, Prepn. 3). The combined organic extracts were washed with H2O, dried over Na2SO4 and evaporated to dryness. 1H-NMR (300 MHz, acetone-d6, ppm from TMS): δ 2.77-0.75 (m, 21H), 1.18 (s, 3H), 0.98 (d, 3H), 0.90 (s, 3H). Reactants: [Br-].C(#N)C=1C=CC(=C(C1)CCC[N+](C)(C)C)[C@@H]1C(=C(N(C=2N1C(NN2)=O)C2=CC(=CC=C2)C(F)(F)F)C)C(=O)OC ((3-{5-Cyano-2-[(R)-6-methoxycarbonyl-7-methyl-3-oxo-8-(3-trifluoromethyl-phenyl)-2,3,5,8-tetrahydro-[1,2,4]triazolo[4,3-a]pyrimidin-5-yl]-phenyl}-propyl)-trimethyl-ammonium bromide), [Cl-] (chloride), S(=O)(=O)([O-])C1=CC=CC=C1 (besylate), S(=O)(=O)([O-])C1=CC=CC=C1 (besylate), C1(=CC=CC=C1)S(=O)(=O)O (benzene sulphonic acid). The solvent is CC#N.O (MeCN water). The product is C1(=CC=CC=C1)S(=O)(=O)[O-].C(#N)C=1C=CC(=C(C1)CCC[N+](C)(C)C)[C@@H]1C(=C(N(C=2N1C(NN2)=O)C2=CC(=CC=C2)C(F)(F)F)C)C(=O)OC ((3-{5-Cyano-2-[(R)-6-methoxycarbonyl-7-methyl-3-oxo-8-(3-trifluoromethyl-phenyl)-2,3,5,8-tetrahydro-[1,2,4]triazolo[4,3-a]pyrimidin-5-yl]-phenyl}-propyl)-trimethyl-ammonium benzenesulfonate). RXN SMILES: [Cl-].[S:2]([C:6]1[CH:11]=[CH:10][CH:9]=[CH:8][CH:7]=1)([O-:5])(=[O:4])=[O:3].C1(S(O)(=O)=O)C=CC=CC=1.[Br-].[C:23]([C:25]1[CH:26]=[CH:27][C:28]([C@H:38]2[N:43]3[C:44](=[O:47])[NH:45][N:46]=[C:42]3[N:41]([C:48]3[CH:53]=[CH:52][CH:51]=[C:50]([C:54]([F:57])([F:56])[F:55])[CH:49]=3)[C:40]([CH3:58])=[C:39]2[C:59]([O:61][CH3:62])=[O:60])=[C:29]([CH2:31][CH2:32][CH2:33][N+:34]([CH3:37])([CH3:36])[CH3:35])[CH:30]=1)#[N:24]>CC#N.O>[C:6]1([S:2]([O-:5])(=[O:4])=[O:3])[CH:11]=[CH:10][CH:9]=[CH:8][CH:7]=1.[C:23]([C:25]1[CH:26]=[CH:27][C:28]([C@H:38]2[N:43]3[C:44](=[O:47])[NH:45][N:46]=[C:42]3[N:41]([C:48]3[CH:53]=[CH:52][CH:51]=[C:50]([C:54]([F:57])([F:56])[F:55])[CH:49]=3)[C:40]([CH3:58])=[C:39]2[C:59]([O:61][CH3:62])=[O:60])=[C:29]([CH2:31][CH2:32][CH2:33][N+:34]([CH3:37])([CH3:36])[CH3:35])[CH:30]=1)#[N:24] |f:3.4,5.6,7.8|. Reported procedure: Amberlite IRA 458 ‘chloride’ resin (40 g, wet) was converted to the besylate equivalent by passing a solution of benzene sulphonic acid (400 mL, 10% aqueous solution) through the resin in a glass column at a slow rate of 5-10 mL/minute. Following this, the resin was washed with water until the filtrate had a pH of ˜5/6. The resin was stored “damp” prior to use. A solution of Example 40 (1 g, 1.57 mmol) in a round-bottom flask (250 mL) was treated with 30% MeCN/water (60 mL) and then mixed with t... Reactants: BrC1=CC=C2OC=3CCC(CC3C(C2=C1)=O)O (7-bromo-2-hydroxy-1,2,3,4-tetrahydro-9-oxo-xanthene), C(C)(=O)O (acetic acid). Conditions: temperature 60 celsius, time 4 hour. Product: C(C)(=O)OC1CC=2C(C3=CC(=CC=C3OC2CC1)Br)=O (2-acetoxy-7-bromo-1,2,3,4-tetrahydro-9-xanthone). Reaction SMILES: [Br:1][C:2]1[CH:15]=[C:14]2[C:5]([O:6][C:7]3[CH2:8][CH2:9][CH:10]([OH:17])[CH2:11][C:12]=3[C:13]2=[O:16])=[CH:4][CH:3]=1.[C:18](O)(=[O:20])[CH3:19]>N1C=CC=CC=1>[C:18]([O:17][CH:10]1[CH2:9][CH2:8][C:7]2[O:6][C:5]3[C:14](=[CH:15][C:2]([Br:1])=[CH:3][CH:4]=3)[C:13](=[O:16])[C:12]=2[CH2:11]1)(=[O:20])[CH3:19]. Reported procedure: To 8.9 g of 7-bromo-2-hydroxy-1,2,3,4-tetrahydro-9-xanthone obtained in Example 67 were added 6.2 g of anhydrous acetic acid and 40 ml of pyridine. The mixture was stirred for 4 hours at 60° C., and after completion of the reaction, the solvent was removed by distillation. The resulting crystals were recrystallized from ethanol to obtain 9.9 g (yield: 97.9%) of 2-acetoxy-7-bromo-1,2,3,4-tetrahydro-9-xanthone as colorless needle-like crystals having a melting point of 177.5° to 178° C. Isolated yield 97.4%. Run in N1=CC=CC=C1 (pyridine).